From a dataset of the Open Reaction Database (ORD), a public repository of structured organic reaction records. describe an organic reaction: reactants, conditions, products, and yield Starting materials: C1CCOC1, CO, CCOC(=O)CSc1nnc(C(F)(F)F)n1-c1c(C)cc(C)c2c1CCCC2, [Li+], [OH-], O. Yields the product Cc1cc(C)c(-n2c(SCC(=O)O)nnc2C(F)(F)F)c2c1CCCC2. As a reaction SMILES: [CH2:31]1[O:32][CH2:33][CH2:34][CH2:35]1.[CH3:36][OH:37].[CH3:3][c:4]1[c:5](-[n:15]2[c:16]([S:24][CH2:25][C:26](=[O:27])[O:28][CH2:29][CH3:30])[n:17][n:18][c:19]2[C:20]([F:21])([F:22])[F:23])[c:6]2[c:11]([c:12]([CH3:14])[cH:13]1)[CH2:10][CH2:9][CH2:8][CH2:7]2.[Li+:1].[OH-:2].[OH2:38]>>[CH3:3][c:4]1[c:5](-[n:15]2[c:16]([S:24][CH2:25][C:26](=[O:27])[OH:28])[n:17][n:18][c:19]2[C:20]([F:21])([F:22])[F:23])[c:6]2[c:11]([c:12]([CH3:14])[cH:13]1)[CH2:10][CH2:9][CH2:8][CH2:7]2. Reactants: C1COC2(CCNCC2)O1 (4-Piperidone ethylene ketal), ClC1=C(C=C(C=C1OC)C1=NC=CC(=C1)CCl)OC (2-(4-chloro-3,5-dimetoxyphenyl)-4-chloromethylpyridine). Product: C1COC2(CCN(CC2)CC2=CC(=NC=C2)C2=CC(=C(C(=C2)OC)Cl)OC)O1 (1-[[2-(4-Chloro-3,5-dimethoxyphenyl)pyridin-4-yl]methyl]-4-piperidone Ethylene Ketal). As a reaction SMILES: [CH2:1]1[O:10][C:4]2([CH2:9][CH2:8][NH:7][CH2:6][CH2:5]2)[O:3][CH2:2]1.[Cl:11][C:12]1[C:17]([O:18][CH3:19])=[CH:16][C:15]([C:20]2[CH:25]=[C:24]([CH2:26]Cl)[CH:23]=[CH:22][N:21]=2)=[CH:14][C:13]=1[O:28][CH3:29]>>[CH2:1]1[O:10][C:4]2([CH2:9][CH2:8][N:7]([CH2:26][C:24]3[CH:23]=[CH:22][N:21]=[C:20]([C:15]4[CH:16]=[C:17]([O:18][CH3:19])[C:12]([Cl:11])=[C:13]([O:28][CH3:29])[CH:14]=4)[CH:25]=3)[CH2:6][CH2:5]2)[O:3][CH2:2]1. Procedure: 4-Piperidone ethylene ketal (573 mg) and 2-(4-chloro-3,5-dimetoxyphenyl)-4-chloromethylpyridine (1.19 g) were condensed in the same manner as described in Example 2 to give the title compound. The reactants are O (water), S(=O)([O-])S(=O)[O-].[Na+].[Na+] (sodium hydrosulfite), C(C)(C)(C)C=1C(C(=CC(C1)=O)C(C)(C)C)=O (2,6-di-tert-butyl-1,4-benzoquinone). The reagents and catalysts are [Cl-].C(C1=CC=CC=C1)[N+](CC)(CC)CC (benzyltriethylammonium chloride). The solvent is C(C)(=O)OCC (ethyl acetate). Run at temperature 25 celsius, time 1 hour. Yields the product C(C)(C)(C)C1=C(O)C(=CC(=C1)O)C(C)(C)C (2,6-di-tert-butylhydroquinone). As a reaction SMILES: O.S(S([O-])=O)([O-])=O.[Na+].[Na+].[C:10]([C:14]1[C:15](=[O:25])[C:16]([C:21]([CH3:24])([CH3:23])[CH3:22])=[CH:17][C:18](=[O:20])[CH:19]=1)([CH3:13])([CH3:12])[CH3:11]>[Cl-].C([N+](CC)(CC)CC)C1C=CC=CC=1.C(OCC)(=O)C>[C:10]([C:14]1[CH:19]=[C:18]([OH:20])[CH:17]=[C:16]([C:21]([CH3:24])([CH3:23])[CH3:22])[C:15]=1[OH:25])([CH3:13])([CH3:12])[CH3:11] |f:1.2.3,5.6|. Reported procedure: To 60 mL of water, 15.8 g (90.8 mmol) of sodium hydrosulfite, 50 mL of ethyl acetate, 10.0 g (45.5 mmol) of 2,6-di-tert-butyl-1,4-benzoquinone and 1.04 g (4.57 mmol) of benzyltriethylammonium chloride were added and the mixture was stirred for 1 hour at 25° C. The reaction mixture was subjected to liquid-liquid separation and the aqueous layer was discarded. The organic layer was washed with 20 mL of 10% aqueous sodium chloride and the solvent was distilled off under reduced pressure to give 2,6... Starting materials: [BH4-].[Na+] (Sodium borohydride), CC(C)(C)C=1C=C(C=C(C1)C(C)(C)C)SC1C(CCCC1)=O (2-[[3,5-bis(1,1-dimethylethyl)phenyl]thio]cyclohexanone), Cl (hydrochloric acid), O (water). The solvent is CO (methanol). Conditions: time 1 hour. Product: CC(C)(C)C=1C=C(C=C(C1)C(C)(C)C)S[C@@H]1[C@@H](CCCC1)O ((1R-cis)-2-[[3,5-bis (1,1-dimethylethyl)phenyl]thio]cyclohexanol). As a reaction SMILES: [BH4-].[Na+].[CH3:3][C:4]([C:7]1[CH:8]=[C:9]([S:17][CH:18]2[CH2:23][CH2:22][CH2:21][CH2:20][C:19]2=[O:24])[CH:10]=[C:11]([C:13]([CH3:16])([CH3:15])[CH3:14])[CH:12]=1)([CH3:6])[CH3:5].Cl.O>CO>[CH3:16][C:13]([C:11]1[CH:10]=[C:9]([S:17][C@H:18]2[CH2:23][CH2:22][CH2:21][CH2:20][C@H:19]2[OH:24])[CH:8]=[C:7]([C:4]([CH3:3])([CH3:5])[CH3:6])[CH:12]=1)([CH3:14])[CH3:15] |f:0.1|. Procedure details: Sodium borohydride (0.40 g, 0.0105 mole) was added to a cold (3° C.) solution of 2-[[3,5-bis(1,1-dimethylethyl)phenyl]thio]cyclohexanone (3.18 g, 0.0100 mole) in methanol (150 mL). After 1 hour, 10% hydrochloric acid (5 mL) and water (50 mL) were added. The methanol was removed by rotary evaporator and the title products were extracted into ethyl acetate. The combined extracts were dried over sodium sulfate, filtered and concentrated to an oil. Silica gel chromatography separated the two title p...